Dataset: the Open Reaction Database (ORD), a public repository of structured organic reaction records. Task: describe an organic reaction: reactants, conditions, products, and yield Starting materials: CC1=CC=C(C(C(=O)O)=C1)O (5-methylsalicylic acid), FC(C=1C=C(N)C=C(C1)C(F)(F)F)(F)F (3,5-bis(trifluoromethyl)aniline), raw materials. Product: FC(C=1C=C(C=C(C1)C(F)(F)F)NC(C1=C(C=CC(=C1)C)O)=O)(F)F (N-[3,5-Bis(trifluoromethyl)phenyl]-2-hydroxy-5-methylbenzamide). The yield is 54.9%. RXN SMILES: [CH3:1][C:2]1[CH:10]=[C:6]([C:7]([OH:9])=O)[C:5]([OH:11])=[CH:4][CH:3]=1.[F:12][C:13]([F:26])([F:25])[C:14]1[CH:15]=[C:16]([CH:18]=[C:19]([C:21]([F:24])([F:23])[F:22])[CH:20]=1)[NH2:17]>>[F:12][C:13]([F:25])([F:26])[C:14]1[CH:15]=[C:16]([NH:17][C:7](=[O:9])[C:6]2[CH:10]=[C:2]([CH3:1])[CH:3]=[CH:4][C:5]=2[OH:11])[CH:18]=[C:19]([C:21]([F:22])([F:24])[F:23])[CH:20]=1. Procedure: Using 5-methylsalicylic acid and 3,5-bis(trifluoromethyl)aniline as the raw materials, the same operation as the example 16 gave the title compound. Starting materials: C(C1=CC=CC=C1)[Mg]Br (Benzylmagnesium bromide), BrC=1C=NC=C(C1)Br (3,5-dibromo-pyridine). Reagents/catalysts: [Cl-].[Zn+2].[Cl-] (zinc chloride), [Cu]I (copper(I) iodide), Cl[Pd]Cl.C1(=CC=CC=C1)P([C-]1C=CC=C1)C1=CC=CC=C1.[C-]1(C=CC=C1)P(C1=CC=CC=C1)C1=CC=CC=C1.[Fe+2] ((1,1′-bis(diphenylphosphino)ferrocene)-dichloropalladium(II)). The solvent is C1CCOC1 (THF), C1CCOC1 (THF). Run at temperature 50 celsius. The product is C(C1=CC=CC=C1)C=1C=NC=C(C1)Br (3-Benzyl-5-bromo-pyridine). As a reaction SMILES: [CH2:1]([Mg]Br)[C:2]1[CH:7]=[CH:6][CH:5]=[CH:4][CH:3]=1.[Br:10][C:11]1[CH:12]=[N:13][CH:14]=[C:15](Br)[CH:16]=1>C1COCC1.[Cl-].[Zn+2].[Cl-].[Cu]I.Cl[Pd]Cl.C1(P(C2C=CC=CC=2)[C-]2C=CC=C2)C=CC=CC=1.[C-]1(P(C2C=CC=CC=2)C2C=CC=CC=2)C=CC=C1.[Fe+2]>[CH2:1]([C:15]1[CH:14]=[N:13][CH:12]=[C:11]([Br:10])[CH:16]=1)[C:2]1[CH:7]=[CH:6][CH:5]=[CH:4][CH:3]=1 |f:3.4.5,7.8.9.10|. Procedure: Benzylmagnesium bromide (1.0 M in THF, 20 mL, 20 mmol) was added to a solution of zinc chloride (2.73 g, 20 mmol) in THF (20 mL) and the reaction was heated to 50° C. for 2.5 hours. The solution was then added by canula to a solution of 3,5-dibromo-pyridine (3.07 g, 13 mmol), copper(I) iodide (0.0148 g, 0.78 mmol), and (1,1′-bis(diphenylphosphino)ferrocene)-dichloropalladium(II) (0.048 g, 0.65 mmol) in THF (20 mL). The reaction was heated to 50° C. for 48 hours then quenched with H2O, submitted ... Starting materials: N1CCC(CC1)N1CCOCC1 (4-Piperidin-4-yl-morpholine), O (water), FC1=CC(=CC=C1)[N+](=O)[O-] (1-Fluoro-3-nitro-benzene), C([O-])([O-])=O.[K+].[K+] (Potassium carbonate). The solvent is CS(=O)C (Dimethyl sulfoxide), C(C)(=O)OCC (ethyl acetate). Run at temperature 90 celsius, time 8 hour. Yields the product [N+](=O)([O-])C=1C=C(C=CC1)N1CCC(CC1)N1CCOCC1 (4-[1-(3-Nitro-phenyl)-piperidin-4-yl]-morpholine). The yield is 77.5%. As a reaction SMILES: F[C:2]1[CH:7]=[CH:6][CH:5]=[C:4]([N+:8]([O-:10])=[O:9])[CH:3]=1.C(=O)([O-])[O-].[K+].[K+].[NH:17]1[CH2:22][CH2:21][CH:20]([N:23]2[CH2:28][CH2:27][O:26][CH2:25][CH2:24]2)[CH2:19][CH2:18]1.O>CS(C)=O.C(OCC)(=O)C>[N+:8]([C:4]1[CH:3]=[C:2]([N:17]2[CH2:22][CH2:21][CH:20]([N:23]3[CH2:28][CH2:27][O:26][CH2:25][CH2:24]3)[CH2:19][CH2:18]2)[CH:7]=[CH:6][CH:5]=1)([O-:10])=[O:9] |f:1.2.3|. Procedure: 1-Fluoro-3-nitro-benzene (1.00 g, 0.00709 mol) and Potassium carbonate (1.47 g, 0.0106 mol) were dissolved in Dimethyl sulfoxide (7.50 mL) and 4-Piperidin-4-yl-morpholine (2.41 g, 0.0142 mol) was added. The reaction was allowed to stir overnight at 90° C. Upon completion of the reaction, the mixture was diluted with ethyl acetate and was poured over water. Combined extracts were then washed with brine and the organics were dried over magnesium sulfate, filtered and reduced. The crude mixture was... Reactants: [Si](C)(C)(C(C)(C)C)N1C(C[C@H]1C=O)=O ((S)-N-tert-butyldimethylsilyl-4-formyl-2-azetidinone), C(Br)(Br)(Br)Br (CBr4), C1(=CC=CC=C1)P(C1=CC=CC=C1)C1=CC=CC=C1 (triphenylphosphine), C(=O)(O)[O-].[Na+] (NaHCO3). Run in ClCCl (dichloromethane), ClCCl (dichloromethane), ClCCl (dichloromethane). Conditions: time 20 minute. Product: [Si](C)(C)(C(C)(C)C)N1C(C[C@H]1C=C(Br)Br)=O ((S)-N-tert-butyldimethylsilyl-4-(2,2dibromoethenyl)-2-azetidinone). Yield: 48.0%. As a reaction SMILES: [C:1]([Br:5])(Br)(Br)[Br:2].C1(P(C2C=CC=CC=2)C2C=CC=CC=2)C=CC=CC=1.[Si:25]([N:32]1[C@H:35]([CH:36]=O)[CH2:34][C:33]1=[O:38])([C:28]([CH3:31])([CH3:30])[CH3:29])([CH3:27])[CH3:26].C([O-])(O)=O.[Na+]>ClCCl>[Si:25]([N:32]1[C@H:35]([CH:36]=[C:1]([Br:5])[Br:2])[CH2:34][C:33]1=[O:38])([C:28]([CH3:31])([CH3:30])[CH3:29])([CH3:27])[CH3:26] |f:3.4|. Procedure: To a solution of CBr4 (3.11 g) in dichloromethane (15 ml) was added dropwise a solution of triphenylphosphine (4.92 g) in dichloromethane (15 ml) at 0° C. After stirring for 10 minutes a solution of (S)-N-tert-butyldimethylsilyl-4-formyl-2-azetidinone (1.0 g) in dichloromethane (10 ml) was added dropwise at 0° C. and stirred for 20 minutes. The mixture was poured into saturated aqueous NaHCO3 solution and extracted with dichloromethane. The extract was washed with water, dried over MgSO4 and eva... Starting materials: ClC(=NN=C(C1=CC=CC=C1)Cl)C1=CC=CC=C1 (1,2-bis(chloro(phenyl)methylene)hydrazine), BrC1=CC=C(N)C=C1 (4-bromoaniline), CN(C1=CC=CC=C1)C (N,N-dimethylaniline). The solvent is C1(=CC=CC=C1)C (toluene). Run at temperature 135 celsius, time 5 hour. Yields the product BrC1=CC=C(C=C1)N1C(=NN=C1C1=CC=CC=C1)C1=CC=CC=C1 (4-(4-bromophenyl)-3,5-diphenyl-4H-1,2,4-triazole). Reaction SMILES: Cl[C:2]([C:13]1[CH:18]=[CH:17][CH:16]=[CH:15][CH:14]=1)=[N:3][N:4]=[C:5](Cl)[C:6]1[CH:11]=[CH:10][CH:9]=[CH:8][CH:7]=1.[Br:19][C:20]1[CH:26]=[CH:25][C:23]([NH2:24])=[CH:22][CH:21]=1.CN(C)C1C=CC=CC=1>C1(C)C=CC=CC=1>[Br:19][C:20]1[CH:26]=[CH:25][C:23]([N:24]2[C:5]([C:6]3[CH:11]=[CH:10][CH:9]=[CH:8][CH:7]=3)=[N:4][N:3]=[C:2]2[C:13]2[CH:18]=[CH:17][CH:16]=[CH:15][CH:14]=2)=[CH:22][CH:21]=1. Reported procedure: 4.5 g (16 mmol) of 1,2-bis(chloro(phenyl)methylene)hydrazine, 2.0 g (16 mmol) of 4-bromoaniline, and 30 mL of N,N-dimethylaniline were put into a 100 mL three-neck flask, and nitrogen substitution was performed on the contents of the flask. The mixture was stirred at 135° C. for 5 hours. After the reaction, a solid was precipitated out with the reactive solution being added to approximately 100 mL of 1 N diluted hydrochloric acid and the mixture being stirred for 30 minutes. Suction filtration w...